Dataset: the Open Reaction Database (ORD), a public repository of structured organic reaction records. Task: describe an organic reaction: reactants, conditions, products, and yield The reactants are C1(CC1)CN(S(=O)(=O)C=1SC=CC1)C=1C=CC=C2C=C(NC12)C=1SC(=CN1)CO (N-(cyclopropylmethyl)-N-{2-[5-(hydroxymethyl)-1,3-thiazol-2-yl]-1H-indol-7-yl}thiophene-2-sulfonamide), CN(C=O)C (N,N-dimethylformamide), O1CCCC1 (tetrahydrofuran), S(=O)(Cl)Cl (thionyl chloride). The solvent is C(C)(=O)OCC (ethyl acetate), [Cl-].[Na+].O (brine). Reaction conditions: time 1 hour. Yields the product ClCC1=CN=C(S1)C=1NC2=C(C=CC=C2C1)N(S(=O)(=O)C=1SC=CC1)CC1CC1 (N-{2-[5-(Chloromethyl)-1,3-thiazol-2-yl]-1H-indol-7-yl}-N-(cyclopropylmethyl)thiophene-2-sulfonamide). Yield: 91.6%. Reaction SMILES: [CH:1]1([CH2:4][N:5]([C:14]2[CH:15]=[CH:16][CH:17]=[C:18]3[C:22]=2[NH:21][C:20]([C:23]2[S:24][C:25]([CH2:28]O)=[CH:26][N:27]=2)=[CH:19]3)[S:6]([C:9]2[S:10][CH:11]=[CH:12][CH:13]=2)(=[O:8])=[O:7])[CH2:3][CH2:2]1.CN(C)C=O.O1CCCC1.S(Cl)([Cl:42])=O>C(OCC)(=O)C.[Cl-].[Na+].O>[Cl:42][CH2:28][C:25]1[S:24][C:23]([C:20]2[NH:21][C:22]3[C:18]([CH:19]=2)=[CH:17][CH:16]=[CH:15][C:14]=3[N:5]([CH2:4][CH:1]2[CH2:3][CH2:2]2)[S:6]([C:9]2[S:10][CH:11]=[CH:12][CH:13]=2)(=[O:8])=[O:7])=[N:27][CH:26]=1 |f:5.6.7|. Procedure: To a mixture of N-(cyclopropylmethyl)-N-{2-[5-(hydroxymethyl)-1,3-thiazol-2-yl]-1H-indol-7-yl}thiophene-2-sulfonamide (2.15 g), N,N-dimethylformamide (0.03 mL) and tetrahydrofuran (30 mL) was added thionyl chloride (918 mg), and the mixture was stirred at room temperature for 1 hr. The reaction mixture was diluted with ethyl acetate and saturated brine, and washed with saturated brine. The organic layer was dried over magnesium sulfate and filtrated. The filtrate was concentrated, and the residu... The reactants are CCCCCC(CC(=O)Nc1cc(C(N)=O)ccc1C(C)(C)C)c1ccc(OC)cc1OC, ClCCl, CC#N, O=C1CCC(=O)N1Cl, [Na+], [Na+], O=S([O-])[O-]. Yields the product CCCCCC(CC(=O)Nc1cc(C(N)=O)ccc1C(C)(C)C)c1cc(Cl)c(OC)cc1OC. Reaction SMILES: [C:9]([CH3:10])([CH3:11])([CH3:12])[c:13]1[c:14]([NH:22][C:23]([CH2:24][CH:25]([CH2:26][CH2:27][CH2:28][CH2:29][CH3:30])[c:31]2[c:32]([O:39][CH3:40])[cH:33][c:34]([O:37][CH3:38])[cH:35][cH:36]2)=[O:41])[cH:15][c:16]([C:19]([NH2:20])=[O:21])[cH:17][cH:18]1.[CH2:51]([Cl:52])[Cl:53].[CH3:48][C:49]#[N:50].[Cl:1][N:2]1[C:3](=[O:4])[CH2:5][CH2:6][C:7]1=[O:8].[Na+:46].[Na+:47].[S:42]([O-:43])([O-:44])=[O:45]>>[Cl:1][c:35]1[c:34]([O:37][CH3:38])[cH:33][c:32]([O:39][CH3:40])[c:31]([CH:25]([CH2:24][C:23]([NH:22][c:14]2[c:13]([C:9]([CH3:10])([CH3:11])[CH3:12])[cH:18][cH:17][c:16]([C:19]([NH2:20])=[O:21])[cH:15]2)=[O:41])[CH2:26][CH2:27][CH2:28][CH2:29][CH3:30])[cH:36]1. Starting materials: B(Br)(Br)Br (boron tribromide), O (H2O), C(C)OC(C(CC1=CC=C(C=C1)CCNCCCCCCC)(C)C)=O (3-[4-(2-heptylamino-ethyl)-phenyl]-2,2-dimethyl-propionic acid ethyl ester), mixture, B(Br)(Br)Br (boron tribromide). The solvent is ClCCl (dichloromethane), C(Cl)Cl (methylene chloride). Run at temperature -78 celsius, time 3 hour. Yields the product C(CCCCCC)NCCC1=CC=C(C=C1)CC(C(=O)O)(C)C (3-[4-(2-heptylamino-ethyl)-phenyl]-2,2-dimethyl-propionic acid). Reaction SMILES: C([O:3][C:4](=[O:25])[C:5]([CH3:24])([CH3:23])[CH2:6][C:7]1[CH:12]=[CH:11][C:10]([CH2:13][CH2:14][NH:15][CH2:16][CH2:17][CH2:18][CH2:19][CH2:20][CH2:21][CH3:22])=[CH:9][CH:8]=1)C.B(Br)(Br)Br.O>C(Cl)Cl>[CH2:16]([NH:15][CH2:14][CH2:13][C:10]1[CH:9]=[CH:8][C:7]([CH2:6][C:5]([CH3:23])([CH3:24])[C:4]([OH:25])=[O:3])=[CH:12][CH:11]=1)[CH2:17][CH2:18][CH2:19][CH2:20][CH2:21][CH3:22]. Procedure: To a solution of the impure 3-[4-(2-heptylamino-ethyl)-phenyl]-2,2-dimethyl-propionic acid ethyl ester (100 mg of the mixture) dissolved in methylene chloride (5 mL) cooled to −78° C. under a nitrogen atmosphere was added boron tribromide (1M in dichloromethane, 0.432 mL). The mixture was warmed to room temperature and stirred for 3 h. The mixture was cooled to −78° C. and an additional 0.432 mL of the 1M boron tribromide in dichloromethane was added. The mixture was warmed to room temperature a...